From a dataset of the Open Reaction Database (ORD), a public repository of structured organic reaction records. describe an organic reaction: reactants, conditions, products, and yield Reactants: CCOC(=O)C1CCNCC1, C1=CC(=CC=C1Br)Br. Reagents/catalysts: CC(C)(C)[O-].[Na+], C1=CC=C(C=C1)P(C2=CC=CC=C2)C3=C(C4=CC=CC=C4C=C3)C5=C(C=CC6=CC=CC=C65)P(C7=CC=CC=C7)C8=CC=CC=C8, C1=CC=C(C=C1)/C=C/C(=O)/C=C/C2=CC=CC=C2.C1=CC=C(C=C1)/C=C/C(=O)/C=C/C2=CC=CC=C2.C1=CC=C(C=C1)/C=C/C(=O)/C=C/C2=CC=CC=C2.[Pd].[Pd]. The solvent is CC1=CC=CC=C1. Reaction conditions: temperature 85 celsius. The product is CCOC(=O)C1CCN(CC1)C2=CC=C(C=C2)Br. Yield: 59.1%. Procedure: A suspension of ethyl piperidine-4-carboxylate (3.27 mL, 21.20 mmol), 1,4-dibromobenzene (5 g, 21.20 mmol), TRIS(DIBENZYLIDENEACETONE)DIPALLADIUM(0) (0.485 g, 0.53 mmol), 2,2'-bis(diphenylphosphino)-1,1'-binaphthyl (0.990 g, 1.59 mmol) and Sodium Tert-Butoxide (2.444 g, 25.43 mmol) in anhydrous toluene (60 mL) was stirred at 85 °C under nitrogen for 16 hours. The reaction was cooled to ambient temperature, diluted with Ether (100 mL) and filtered through celite. The filtrate was evaporated in va... Starting materials: [OH-].[Na+] (sodium hydroxide), ice water, Cl (HCl), C1(CCCC1)C1(C(C2=C(C(=C(C=C2C1)O)Cl)Cl)O)C (2-cyclopentyl-2-methyl-6,7-dichloroindan-1,5-diol), C([O-])([O-])=O.[K+].[K+] (potassium carbonate), C(C)OC(CBr)=O (ethylbromoacetate). Solvent: O (water), CN(C=O)C (dimethylformamide). Yields the product OC1C(CC2=CC(=C(C(=C12)Cl)Cl)OCC(=O)O)(C)C1CCCC1 ((1-Hydroxy-2-cyclopentyl-2-methyl-6,7-dichloro-5-indanyloxy)acetic acid). As a reaction SMILES: [CH:1]1([C:6]2([CH3:19])[CH2:14][C:13]3[C:8](=[C:9]([Cl:17])[C:10]([Cl:16])=[C:11]([OH:15])[CH:12]=3)[CH:7]2[OH:18])[CH2:5][CH2:4][CH2:3][CH2:2]1.C(=O)([O-])[O-].[K+].[K+].C([O:28][C:29](=[O:32])[CH2:30]Br)C.[OH-].[Na+].Cl>CN(C)C=O.O>[OH:18][CH:7]1[C:8]2[C:13](=[CH:12][C:11]([O:15][CH2:30][C:29]([OH:32])=[O:28])=[C:10]([Cl:16])[C:9]=2[Cl:17])[CH2:14][C:6]1([CH:1]1[CH2:2][CH2:3][CH2:4][CH2:5]1)[CH3:19] |f:1.2.3,5.6|. Reported procedure: A stirred mixture of 2-cyclopentyl-2-methyl-6,7-dichloroindan-1,5-diol (α isomer) (1.9 g., 0.0063 mole), potassium carbonate (1.3 g., 0.0095 mole) and ethylbromoacetate (1.5 g. 0.0095 mole) in dimethylformamide (20 ml.) is warmed at 55°-60° C. under nitrogen for 2 hours, then treated with water (20 ml.) and 10N sodium hydroxide (1.9 ml.) and heated on a steam bath for one-half hour. The reaction mixture is poured into ice water (300 ml.) and while ice cold, 1N HCl is added dropwise with stirring... Reactants: [Br-], O=C1NC(=O)c2ccccc21, CCCCCCCCCCCCCCCC[P+](CCCC)(CCCC)CCCC, Cc1ccccc1, [K], CS(=O)(=O)OC1CN(C(c2ccccc2)c2ccccc2)C1. The product is NC1CN(C(c2ccccc2)c2ccccc2)C1. As a reaction SMILES: [Br-:35].[C:23]1(=[O:24])[NH:27][C:25](=[O:26])[c:28]2[cH:29][cH:30][cH:31][cH:32][c:33]21.[CH2:36]([P+:37]([CH2:38][CH2:39][CH2:40][CH3:41])([CH2:42][CH2:43][CH2:44][CH3:45])[CH2:46][CH2:47][CH2:48][CH3:49])[CH2:50][CH2:51][CH2:52][CH2:53][CH2:54][CH2:55][CH2:56][CH2:57][CH2:58][CH2:59][CH2:60][CH2:61][CH2:62][CH2:63][CH3:64].[CH3:65][c:66]1[cH:67][cH:68][cH:69][cH:70][cH:71]1.[K:34].[S:1]([O:2][CH:6]1[CH2:7][N:8]([CH:10]([c:11]2[cH:12][cH:13][cH:14][cH:15][cH:16]2)[c:17]2[cH:18][cH:19][cH:20][cH:21][cH:22]2)[CH2:9]1)([CH3:3])(=[O:4])=[O:5]>>[CH:6]1([NH2:27])[CH2:7][N:8]([CH:10]([c:11]2[cH:12][cH:13][cH:14][cH:15][cH:16]2)[c:17]2[cH:18][cH:19][cH:20][cH:21][cH:22]2)[CH2:9]1. Reactants: C[O-], CO, CCOC(C)=O, Cl, [Na+], C1COCCO1, O=C(O)c1nc(Cl)ccc1Cl. The product is COc1ccc(Cl)c(C(=O)O)n1. Reaction SMILES: [CH3:12][O-:13].[CH3:21][OH:22].[CH3:23][CH2:24][O:25][C:26](=[O:27])[CH3:28].[ClH:29].[Na+:14].[O:15]1[CH2:16][CH2:17][O:18][CH2:19][CH2:20]1.[OH:1][C:2](=[O:3])[c:4]1[n:5][c:6]([Cl:7])[cH:8][cH:9][c:10]1[Cl:11]>>[OH:1][C:2](=[O:3])[c:4]1[n:5][c:6]([O:13][CH3:12])[cH:8][cH:9][c:10]1[Cl:11].